From a dataset of the Open Reaction Database (ORD), a public repository of structured organic reaction records. describe an organic reaction: reactants, conditions, products, and yield The reactants are C(C1=CC=CC=C1)(C1=CC=CC=C1)(C1=CC=CC=C1)NC=1SC=C(N1)C(C(=O)NC1[C@@H]2N(C(=C(CS2)COC(C)=O)C(=O)OC(C)(C)C)C1=O)=NO (tert.-butyl 7-[2-(2-tritylamino-4-thiazolyl)-2-hydroxyimino-acetamido]-3-acetoxymethyl-ceph-3-eme-4-carboxylate), BrCC(=O)OC(C)(C)C (tert.-butyl bromoacetate). The reagents and catalysts are [Ag]=O (silver oxide). Run in CN(C=O)C (dimethylformamide). Conditions: time 30 minute. Product: C(C1=CC=CC=C1)(C1=CC=CC=C1)(C1=CC=CC=C1)NC=1SC=C(N1)C(C(=O)NC1[C@@H]2N(C(=C(CS2)COC(C)=O)C(=O)OC(C)(C)C)C1=O)=NOCC(=O)OC(C)(C)C (tert.-butyl 7-[2-(2-tritylamino-4-thiazolyl)-2-(tert.-butoxycarbonylmethyloxyimino)-acetamido]-3-acetoxymethyl-ceph-3-eme-4-carboxylate). Reaction SMILES: [C:1]([NH:20][C:21]1[S:22][CH:23]=[C:24]([C:26](=[N:51][OH:52])[C:27]([NH:29][CH:30]2[C:49](=[O:50])[N:32]3[C:33]([C:42]([O:44][C:45]([CH3:48])([CH3:47])[CH3:46])=[O:43])=[C:34]([CH2:37][O:38][C:39](=[O:41])[CH3:40])[CH2:35][S:36][C@H:31]23)=[O:28])[N:25]=1)([C:14]1[CH:19]=[CH:18][CH:17]=[CH:16][CH:15]=1)([C:8]1[CH:13]=[CH:12][CH:11]=[CH:10][CH:9]=1)[C:2]1[CH:7]=[CH:6][CH:5]=[CH:4][CH:3]=1.Br[CH2:54][C:55]([O:57][C:58]([CH3:61])([CH3:60])[CH3:59])=[O:56]>[Ag]=O.CN(C)C=O>[C:1]([NH:20][C:21]1[S:22][CH:23]=[C:24]([C:26](=[N:51][O:52][CH2:54][C:55]([O:57][C:58]([CH3:61])([CH3:60])[CH3:59])=[O:56])[C:27]([NH:29][CH:30]2[C:49](=[O:50])[N:32]3[C:33]([C:42]([O:44][C:45]([CH3:47])([CH3:46])[CH3:48])=[O:43])=[C:34]([CH2:37][O:38][C:39](=[O:41])[CH3:40])[CH2:35][S:36][C@H:31]23)=[O:28])[N:25]=1)([C:2]1[CH:7]=[CH:6][CH:5]=[CH:4][CH:3]=1)([C:14]1[CH:19]=[CH:18][CH:17]=[CH:16][CH:15]=1)[C:8]1[CH:9]=[CH:10][CH:11]=[CH:12][CH:13]=1. Procedure details: 0.5 g of silver oxide were added at 20° C. to a mixture of 0.074 g of the product of Step B, 0.7 ml of dimethylformamide and 0.5 ml of tert.-butyl bromoacetate and the mixture was stirred for 30 minutes and was vacuum filtered. The filter was rinsed with ethyl acetate and the filtrate was added to 10 ml of water. The mixture was decanted and the aqueous phase was extracted with 5 ml of ethyl acetate. The combined organic phases were washed with 5 ml of aqueous sodium chloride solution, dried ove... Reactants: NC=1NC2=C(N1)C=CC=C2 (2-aminobenzimidazole), C1(=CC=CC2=CC=CC=C12)N=C=O (naphthyl isocyanate). Solvent: O1CCCC1 (tetrahydrofuran), O1CCCC1 (THF). Run at time 30 minute. Yields the product N1=C(NC2=C1C=CC=C2)NC(=O)NC2=CC=CC1=CC=CC=C21 (N-(2-Benzimidazolyl)-N'-naphthylurea). Reaction SMILES: [NH2:1][C:2]1[NH:3][C:4]2[CH:10]=[CH:9][CH:8]=[CH:7][C:5]=2[N:6]=1.[C:11]1([N:21]=[C:22]=[O:23])[C:20]2[C:15](=[CH:16][CH:17]=[CH:18][CH:19]=2)[CH:14]=[CH:13][CH:12]=1>O1CCCC1>[N:3]1[C:4]2[CH:10]=[CH:9][CH:8]=[CH:7][C:5]=2[NH:6][C:2]=1[NH:1][C:22]([NH:21][C:11]1[C:20]2[C:15](=[CH:16][CH:17]=[CH:18][CH:19]=2)[CH:14]=[CH:13][CH:12]=1)=[O:23]. Procedure details: A solution was prepared containing 5.32 g. of 2-aminobenzimidazole in 150 ml. of tetrahydrofuran (THF). A second solution containing 6.76 g. of naphthyl isocyanate in 100 ml. of THF was added with stirring over a 30 minute period. The reaction mixture was heated at refluxing temperature for 6 hours and then cooled N-(2-benzimidazolyl)-N'-naphthylurea precipitated and was separated by filtration. Recrystallization of the filter cake from acetone yielded purified N-(2-benzimidazolyl)-N'-naphthylur... Reactants: NNc1cccc(Br)c1, CCO, Cl, O=C(c1ccccc1)c1ccccc1, O=S(=O)(O)O. Product: Brc1cccc(NN=C(c2ccccc2)c2ccccc2)c1. Reaction SMILES: [Br:2][c:3]1[cH:4][c:5]([NH:9][NH2:10])[cH:6][cH:7][cH:8]1.[CH3:30][CH2:31][OH:32].[ClH:1].[O:11]=[C:12]([c:13]1[cH:14][cH:15][cH:16][cH:17][cH:18]1)[c:19]1[cH:20][cH:21][cH:22][cH:23][cH:24]1.[S:25](=[O:26])(=[O:27])([OH:28])[OH:29]>>[Br:2][c:3]1[cH:4][c:5]([NH:9][N:10]=[C:12]([c:13]2[cH:14][cH:15][cH:16][cH:17][cH:18]2)[c:19]2[cH:20][cH:21][cH:22][cH:23][cH:24]2)[cH:6][cH:7][cH:8]1.